This data is from the Open Reaction Database (ORD), a public repository of structured organic reaction records. The task is: describe an organic reaction: reactants, conditions, products, and yield Starting materials: BrC=1C=CC(=C(C(=O)N[C@H](C(=O)O)CC2=CC=C(C=C2)C2=C(C=CC=C2)OC2=CC=C(C=C2)C(F)(F)F)C1)OCCCCCCC ((2S)-(5-Bromo-2-heptyloxy-benzoylamino)-3-[2′-(4-trifluoromethyl-phenoxy)-biphenyl-4-yl]-propionic acid), FC(OC1=CC=C(C=C1)B(O)O)(F)F (4-trifluoromethoxyphenylboronic acid). Product: C1(=CC=C(C=C1)C[C@@H](C(=O)O)NC(=O)C1=CC=C(C=C1)C1=CC=C(C=C1)OC(F)(F)F)C1=CC=CC=C1 (3-Biphenyl-4-yl-(2S)-[(4′-trifluoromethoxy-biphenyl-4-carbonyl)-amino]-propionic acid). Yield: 86.9%. Reaction SMILES: Br[C:2]1[CH:3]=[CH:4][C:5](OCCCCCCC)=[C:6]([CH:38]=1)[C:7]([NH:9][C@@H:10]([CH2:14][C:15]1[CH:20]=[CH:19][C:18]([C:21]2[CH:26]=[CH:25][CH:24]=[CH:23][C:22]=2OC2C=CC(C(F)(F)F)=CC=2)=[CH:17][CH:16]=1)[C:11]([OH:13])=[O:12])=[O:8].[F:47][C:48]([F:60])([F:59])[O:49][C:50]1[CH:55]=[CH:54][C:53](B(O)O)=[CH:52][CH:51]=1>>[C:18]1([C:21]2[CH:22]=[CH:23][CH:24]=[CH:25][CH:26]=2)[CH:19]=[CH:20][C:15]([CH2:14][C@H:10]([NH:9][C:7]([C:6]2[CH:5]=[CH:4][C:3]([C:53]3[CH:52]=[CH:51][C:50]([O:49][C:48]([F:47])([F:59])[F:60])=[CH:55][CH:54]=3)=[CH:2][CH:38]=2)=[O:8])[C:11]([OH:13])=[O:12])=[CH:16][CH:17]=1. Procedure details: 3-Biphenyl-4-yl-(2S)-[(5-bromo-benzoyl-amino)-propionic acid (100 mg, 0.23 mmol) was reacted with 4-trifluoromethoxyphenylboronic acid (0.145 mg, 0.69 mmol) by following general procedure D yielding the title compound (101 mg, 85%) as a white solid: Starting materials: C(C)(C)(C)N1CCN(CC1)CC=1C=C(C=CC1)B(O)O (3-(4-tert-Butyl-piperazin-1-ylmethyl)-phenyl boronic acid), C(=O)([O-])[O-].[Na+].[Na+] (Na2CO3), BrC=1C=C(C=NC1)C1=CC(=NC(=C1)NC(C)C)C1=NC=CC=C1 ((5″-Bromo-[2,2′;4′,3″]terpyridin-6′-yl)-isopropyl-amine). The reagents and catalysts are C1=CC=C(C=C1)P([C-]2C=CC=C2)C3=CC=CC=C3.C1=CC=C(C=C1)P([C-]2C=CC=C2)C3=CC=CC=C3.Cl[Pd]Cl.[Fe+2] ([1,1′-Bis(diphenylphosphino)-ferrocene]dichloropalladium (II)). Solvent: COCCOC (DME), C(Cl)Cl (DCM), C(Cl)Cl (DCM). Product: C(C)(C)(C)N1CCN(CC1)CC=1C=C(C=CC1)C=1C=C(C=NC1)C1=CC(=NC(=C1)NC(C)C)C1=NC=CC=C1 ({5″-[3-(4-tert-Butyl-piperazin-1-ylmethyl)-phenyl]-[2,2′;4′,3″]terpyridin-6′-yl}-isopropyl-amine). As a reaction SMILES: [C:1]([N:5]1[CH2:10][CH2:9][N:8]([CH2:11][C:12]2[CH:13]=[C:14](B(O)O)[CH:15]=[CH:16][CH:17]=2)[CH2:7][CH2:6]1)([CH3:4])([CH3:3])[CH3:2].C([O-])([O-])=O.[Na+].[Na+].Br[C:28]1[CH:29]=[C:30]([C:34]2[CH:39]=[C:38]([NH:40][CH:41]([CH3:43])[CH3:42])[N:37]=[C:36]([C:44]3[CH:49]=[CH:48][CH:47]=[CH:46][N:45]=3)[CH:35]=2)[CH:31]=[N:32][CH:33]=1>COCCOC.C(Cl)Cl.C1C=CC(P(C2C=CC=CC=2)[C-]2C=CC=C2)=CC=1.C1C=CC(P(C2C=CC=CC=2)[C-]2C=CC=C2)=CC=1.Cl[Pd]Cl.[Fe+2]>[C:1]([N:5]1[CH2:10][CH2:9][N:8]([CH2:11][C:12]2[CH:13]=[C:14]([C:28]3[CH:29]=[C:30]([C:34]4[CH:39]=[C:38]([NH:40][CH:41]([CH3:43])[CH3:42])[N:37]=[C:36]([C:44]5[CH:49]=[CH:48][CH:47]=[CH:46][N:45]=5)[CH:35]=4)[CH:31]=[N:32][CH:33]=3)[CH:15]=[CH:16][CH:17]=2)[CH2:7][CH2:6]1)([CH3:4])([CH3:3])[CH3:2] |f:1.2.3,7.8.9.10|. Procedure details: To a solution of 3-(4-tert-Butyl-piperazin-1-ylmethyl)-phenyl boronic acid (Intermediate B11) (1.1 eq, 0.149 mmol, 41 mg) and 2M Na2CO3 (2.0 eq, 0.270 mmol, 0.14 ml) in DME (1 ml) are added (5″-Bromo-[2,2′;4′,3″]terpyridin-6′-yl)-isopropyl-amine (Example 2.46, step1) (1 eq, 0.135 mmol, 50 mg) and [1,1′-Bis(diphenylphosphino)-ferrocene]dichloropalladium (II), complex with DCM (0.1 eq, 0.0135 mmol, 9.9 mg). The reaction mixture is heated using microwave radiation at 90° C. for 3 hours. The reactio... The reactants are CC(=O)c1ccc(OCC2CCN(C(=O)OC(C)(C)C)CC2)cc1C, CCO, [K+], [OH-], Cc1cc(C=O)ccc1O. Yields the product Cc1cc(C=CC(=O)c2ccc(OCC3CCN(C(=O)OC(C)(C)C)CC3)cc2C)ccc1O. Reaction SMILES: [C:13]([CH3:14])(=[O:15])[c:16]1[c:17]([CH3:37])[cH:18][c:19]([O:20][CH2:21][CH:22]2[CH2:23][CH2:24][N:25]([C:28](=[O:29])[O:30][C:31]([CH3:32])([CH3:33])[CH3:34])[CH2:26][CH2:27]2)[cH:35][cH:36]1.[CH3:38][CH2:39][OH:40].[K+:2].[OH-:1].[OH:3][c:4]1[c:5]([CH3:12])[cH:6][c:7]([CH:8]=[O:9])[cH:10][cH:11]1>>[OH:3][c:4]1[c:5]([CH3:12])[cH:6][c:7]([CH:8]=[CH:14][C:13](=[O:15])[c:16]2[c:17]([CH3:37])[cH:18][c:19]([O:20][CH2:21][CH:22]3[CH2:23][CH2:24][N:25]([C:28](=[O:29])[O:30][C:31]([CH3:32])([CH3:33])[CH3:34])[CH2:26][CH2:27]3)[cH:35][cH:36]2)[cH:10][cH:11]1. Reactants: ClC1=C(OC2=C(C(=O)O)C=CC=C2)C=C(C=C1)Cl (2-(2,5-Dichloro-phenoxy)-benzoic acid), CC=1C=C2CCCNC2=CC1 (6-methyl-1,2,3,4-tetrahydro-quinoline), CC1NC2=CC=CC=C2C1 (2-methyl-2,3-dihydro-1H-indole). Yields the product ClC1=C(OC2=C(C=CC=C2)C(=O)N2C(CC3=CC=CC=C23)C)C=C(C=C1)Cl ([2-(2,5-Dichloro-phenoxy)-phenyl]-(2-methyl-2,3-dihydro-indol-1-yl)-methanone). RXN SMILES: [Cl:1][C:2]1[CH:17]=[CH:16][C:15]([Cl:18])=[CH:14][C:3]=1[O:4][C:5]1[CH:13]=[CH:12][CH:11]=[CH:10][C:6]=1[C:7]([OH:9])=O.C[C:20]1[CH:21]=[C:22]2[C:27](=[CH:28][CH:29]=1)[NH:26][CH2:25][CH2:24][CH2:23]2.CC1CC2C(=CC=CC=2)N1>>[Cl:1][C:2]1[CH:17]=[CH:16][C:15]([Cl:18])=[CH:14][C:3]=1[O:4][C:5]1[CH:13]=[CH:12][CH:11]=[CH:10][C:6]=1[C:7]([N:26]1[C:27]2[C:22](=[CH:21][CH:20]=[CH:29][CH:28]=2)[CH2:23][CH:25]1[CH3:24])=[O:9]. Reported procedure: The title compound was prepared in analogy to Example 31, Step 2, replacing 2-(2,5-dichloro-phenoxy)-nicotinic acid with 2-(2,5-dichloro-phenoxy)-benzoic acid (Example 110, Step 1) and 6-methyl-1,2,3,4-tetrahydro-quinoline with 2-methyl-2,3-dihydro-1H-indole ([CAS RN 6872-06-6]). MS (ISP): 398.2 [M+H]+. Procedure details: To a flask was added NaH (60% in mineral oil, 0.473 g, 11.8 mmol) and THF (59.1 mL). The mixture was cooled to about 0° C. 6-Nitro-1H-indazole-3-carbaldehyde (2.26 g, 11.8 mmol, ChemPacific) was added in several smaller portions and the mixture was stirred at about 0° C. for about 20 min. SEMCl (2.30 mL, 13.0 mmol) was added dropwise and the mixture was stirred at about 0° C. for about 10 min and then stirred at rt for about 72 h. To the mixture was added saturated aqueous NH4Cl (25 mL) and wate... The yield is 52.8%. The solvent is C1CCOC1 (THF), O (water). Product: CC1=NN(C2=CC(=CC=C12)[N+](=O)[O-])COCC[Si](C)(C)C (3-methyl-6-nitro-1-((2-(trimethylsilyl)ethoxy)methyl)-1H-indazole). The reactants are [H-].[Na+] (NaH), [N+](=O)([O-])C1=CC=C2C(=NNC2=C1)C=O (6-Nitro-1H-indazole-3-carbaldehyde), C[Si](C)(C)CCOCCl (SEMCl), [NH4+].[Cl-] (NH4Cl). As a reaction SMILES: [H-].[Na+].[N+:3]([C:6]1[CH:14]=[C:13]2[C:9]([C:10]([CH:15]=O)=[N:11][NH:12]2)=[CH:8][CH:7]=1)([O-:5])=[O:4].[CH3:17][Si:18]([CH2:21][CH2:22][O:23][CH2:24]Cl)([CH3:20])[CH3:19].[NH4+].[Cl-]>O.C1COCC1>[CH3:15][C:10]1[C:9]2[C:13](=[CH:14][C:6]([N+:3]([O-:5])=[O:4])=[CH:7][CH:8]=2)[N:12]([CH2:24][O:23][CH2:22][CH2:21][Si:18]([CH3:20])([CH3:19])[CH3:17])[N:11]=1 |f:0.1,4.5|. Conditions: temperature 0 celsius, time 20 minute. Product: CSc1ncc(Br)c(P(=O)(c2ccccc2)c2ccccc2)n1. Starting materials: CSc1ncc(Br)c(Cl)n1, Clc1ccccc1Cl, COP(c1ccccc1)c1ccccc1. As a reaction SMILES: [Br:1][c:2]1[c:3]([Cl:10])[n:4][c:5]([S:8][CH3:9])[n:6][cH:7]1.[Cl:26][c:27]1[cH:28][cH:29][cH:30][cH:31][c:32]1[Cl:33].[c:11]1([P:17]([O:18][CH3:19])[c:20]2[cH:21][cH:22][cH:23][cH:24][cH:25]2)[cH:12][cH:13][cH:14][cH:15][cH:16]1>>[Br:1][c:2]1[c:3]([P:17]([c:11]2[cH:12][cH:13][cH:14][cH:15][cH:16]2)(=[O:18])[c:20]2[cH:21][cH:22][cH:23][cH:24][cH:25]2)[n:4][c:5]([S:8][CH3:9])[n:6][cH:7]1. The reactants are CN(CCN(C=1SC2=C(N1)C=CC(=C2)N)C)C (N*2*-(2-dimethylamino-ethyl)-N*2*-methyl-benzothiazole-2,6-diamine), ClC1=C(C=CC(=C1)Cl)C1=CC=C(C=C1)C(=O)O (2′,4′-dichloro-biphenyl-4-carboxylic acid), C(=O)(C(=O)Cl)Cl ((COCl)2). Product: Cl.CN(CCN(C=1SC2=C(N1)C=CC(=C2)NC(=O)C2=CC=C(C=C2)C2=C(C=C(C=C2)Cl)Cl)C)C (2′,4′-Dichloro-biphenyl-4-carboxylic acid {2-[(2-dimethylamino-ethyl)-methyl-amino]-benzothiazol-6-yl}-amide Hydrochloride Salt), CN(CCN(C=1SC2=C(N1)C=CC(=C2)NC(=O)C2=CC=C(C=C2)C2=C(C=C(C=C2)Cl)Cl)C)C (2′,4′-dichloro-biphenyl-4-carboxylic acid {2-[(2-dimethylamino-ethyl)-methyl-amino]-benzothiazol-6-yl}-amide). The yield is 105.5%. RXN SMILES: [Cl:1][C:2]1[CH:7]=[C:6]([Cl:8])[CH:5]=[CH:4][C:3]=1[C:9]1[CH:14]=[CH:13][C:12]([C:15]([OH:17])=[O:16])=[CH:11][CH:10]=1.C(Cl)(C(Cl)=O)=O.[CH3:24][N:25]([CH3:40])[CH2:26][CH2:27][N:28]([CH3:39])[C:29]1[S:30][C:31]2[CH:37]=[C:36]([NH2:38])[CH:35]=[CH:34][C:32]=2[N:33]=1>>[ClH:1].[CH3:24][N:25]([CH3:40])[CH2:26][CH2:27][N:28]([CH3:39])[C:29]1[S:30][C:31]2[CH:37]=[C:36]([NH:38][C:15]([C:12]3[CH:11]=[CH:10][C:9]([C:3]4[CH:4]=[CH:5][C:6]([Cl:8])=[CH:7][C:2]=4[Cl:1])=[CH:14][CH:13]=3)=[O:17])[CH:35]=[CH:34][C:32]=2[N:33]=1.[CH3:24][N:25]([CH3:40])[CH2:26][CH2:27][N:28]([CH3:39])[C:29]1[S:30][C:31]2[CH:37]=[C:36]([NH:38][C:15]([C:12]3[CH:13]=[CH:14][C:9]([C:3]4[CH:4]=[CH:5][C:6]([Cl:8])=[CH:7][C:2]=4[Cl:1])=[CH:10][CH:11]=3)=[O:16])[CH:35]=[CH:34][C:32]=2[N:33]=1 |f:3.4|. Procedure: The title compound is prepared by following Method C, using 2′,4′-dichloro-biphenyl-4-carboxylic acid (6.40 g, 23.97 mmol), (COCl)2 (7.0 mL, 79.9 mmol) and N*2*-(2-dimethylamino-ethyl)-N*2*-methyl-benzothiazole-2,6-diamine (4.0 g, 15.9 mmol) top afford 2′,4′-dichloro-biphenyl-4-carboxylic acid {2-[(2-dimethylamino-ethyl)-methyl-amino]-benzothiazol-6-yl}-amide (4.19 g, 54%). The material is dissolved in THF (100 mL), and followed by addition of 1.0 M HCl in EtOH (8.5 mL). The resulting solid is c... The reactants are O=C1C(CCCC1)N1N=C(C=CC1=O)C=1C(=NN2C1C=CC=C2)C2=CC=CC=C2 (3-[2-(2-oxocyclohexyl)-3-oxo-2,3-dihydropyridazin-6-yl]-2-phenylpyrazolo[1,5-a]pyridine), S(=O)(=O)(C1=CC=C(C)C=C1)C[N+]#[C-] (tosylmethyl isocyanide), CC(C)([O-])C.[K+] (potassium tert-butoxide). Solvent: COCCOC (1,2-dimethoxyethane), C(C)(C)(C)O (tert-butanol), COCCOC (1,2-dimethoxyethane). Run at temperature 0 celsius, time 30 minute. Yields the product C(#N)C1C(CCCC1)N1N=C(C=CC1=O)C=1C(=NN2C1C=CC=C2)C2=CC=CC=C2 (3-[2-(2-cyanocyclohexyl)-3-oxo-2,3-dihydropyridazin-6-yl]-2-phenylpyrazolo[1,5-a]pyridine). Isolated yield 30.4%. RXN SMILES: O=[C:2]1[CH2:7][CH2:6][CH2:5][CH2:4][CH:3]1[N:8]1[C:13](=[O:14])[CH:12]=[CH:11][C:10]([C:15]2[C:16]([C:24]3[CH:29]=[CH:28][CH:27]=[CH:26][CH:25]=3)=[N:17][N:18]3[CH:23]=[CH:22][CH:21]=[CH:20][C:19]=23)=[N:9]1.S([CH2:40][N+:41]#[C-])(C1C=CC(C)=CC=1)(=O)=O.CC(C)([O-])C.[K+]>COCCOC.C(O)(C)(C)C>[C:40]([CH:2]1[CH2:7][CH2:6][CH2:5][CH2:4][CH:3]1[N:8]1[C:13](=[O:14])[CH:12]=[CH:11][C:10]([C:15]2[C:16]([C:24]3[CH:29]=[CH:28][CH:27]=[CH:26][CH:25]=3)=[N:17][N:18]3[CH:23]=[CH:22][CH:21]=[CH:20][C:19]=23)=[N:9]1)#[N:41] |f:2.3|. Procedure details: To a solution of 3-[2-(2-oxocyclohexyl)-3-oxo-2,3-dihydropyridazin-6-yl]-2-phenylpyrazolo[1,5-a]pyridine (384 mg) and tosylmethyl isocyanide (430 mg) in 1,2-dimethoxyethane (4 ml) was added dropwise a solution of potassium tert-butoxide (448 mg) in a mixture of 1,2-dimethoxyethane and tert-butanol (1:1, 2 ml) at 0° C. The reaction mixture was stirred at 0° C. for 1 hour and at room temperature for 30 minutes. Then, it was partitioned between water and ethyl acetate. The organic layer was washed ...